This data is from the Open Reaction Database (ORD), a public repository of structured organic reaction records. The task is: describe an organic reaction: reactants, conditions, products, and yield The reactants are C1(=CC=CC=C1)C=1C=C(C(=O)O)C=CC1OCC (3-phenyl-4-ethoxybenzoic acid), C(C)(=O)O (acetic acid). Solvent: O (water). Reaction conditions: time 1 hour. The product is C1(=CC=CC=C1)C=1C=C(C(=O)O)C=CC1O (3-phenyl-4-hydroxybenzoic acid). As a reaction SMILES: [C:1]1([C:7]2[CH:8]=[C:9]([CH:13]=[CH:14][C:15]=2[O:16]CC)[C:10]([OH:12])=[O:11])[CH:6]=[CH:5][CH:4]=[CH:3][CH:2]=1.C(O)(=O)C>O>[C:1]1([C:7]2[CH:8]=[C:9]([CH:13]=[CH:14][C:15]=2[OH:16])[C:10]([OH:12])=[O:11])[CH:2]=[CH:3][CH:4]=[CH:5][CH:6]=1. Procedure: A solution of 3-phenyl-4-ethoxybenzoic acid (26.6 g, 0.110 mole) and 550 ml of acetic acid was added to a one-liter, three-necked, round-bottom flask equipped with a 250 ml pressure equalizing dropping funnel, thermometer, cold water condenser, nitrogen inlet adapter and a polytetrafluoroethylene-coated magnetic stir bar. The flask was purged with nitrogen and the solution was brought to reflux. Approximately 125 ml of a 48 weight percent solution of HBr was added dropwise over fifteen minutes t... Starting materials: O (water), OC1=CC=2C(C3=CC=CC=C3C(C2C=C1)=O)=O (2-hydroxyanthraquinone), C(Cl)C1CO1 (epichlorohydrin), [H-].[Na+] (sodium hydride). The solvent is CN1C(CCC1)=O (N-methylpyrrolidone). Reaction conditions: temperature 0 celsius, time 8 hour. Yields the product C(C1CO1)OC1=CC=2C(C3=CC=CC=C3C(C2C=C1)=O)=O (2-anthraquinonyl glycidyl ether). The yield is 49.6%. RXN SMILES: [OH:1][C:2]1[CH:15]=[CH:14][C:13]2[C:12](=[O:16])[C:11]3[C:6](=[CH:7][CH:8]=[CH:9][CH:10]=3)[C:5](=[O:17])[C:4]=2[CH:3]=1.[H-].[Na+].[CH2:20]([CH:22]1[O:24][CH2:23]1)Cl.O>CN1CCCC1=O>[CH2:20]([O:1][C:2]1[CH:15]=[CH:14][C:13]2[C:12](=[O:16])[C:11]3[C:6](=[CH:7][CH:8]=[CH:9][CH:10]=3)[C:5](=[O:17])[C:4]=2[CH:3]=1)[CH:22]1[O:24][CH2:23]1 |f:1.2|. Procedure: 112.1 g (0.5 mole) of 2-hydroxyanthraquinone are dissolved in 500 ml of N-methylpyrrolidone, and 12 g (0.5 mole) of sodium hydride are added in portions. When the evolution of gas has ended, 46.37 ml (0.5 mole) of epichlorohydrin are added dropwise at 70° C. and stirring is continued at 70° C. for a further 8 hours. 1.5 liters of water are then added, the mixture is filtered and the filter cake is dried in vacuo. After drying, the product is boiled up again in 1 liter of N,N-dimethylformamide wi... The reactants are Cl (HCl), [N+](=O)([O-])C (nitromethane), C(C)OC1=C(C(=CC=C1)C=O)B(O)O (2-ethoxy-6-formylphenylboronic acid), [OH-].[Na+] (NaOH). Reagents/catalysts: CCCCCCCCCCCCCCCC[N+](C)(C)C.[Br-] (CTAB). The solvent is O (H2O), C1CCOC1 (THF). Reaction conditions: time 0.5 hour. Yields the product C(C)OC1=CC=CC2=C1B(OC2C[N+](=O)[O-])O (7-Ethoxy-3-(nitromethyl)benzo[c][1,2]oxaborol-1(3H)-ol). The yield is 94.7%. RXN SMILES: [CH2:1]([O:3][C:4]1[CH:9]=[CH:8][CH:7]=[C:6]([CH:10]=O)[C:5]=1[B:12]([OH:14])[OH:13])[CH3:2].[OH-].[Na+].[N+:17]([CH3:20])([O-:19])=[O:18].Cl>CCCCCCCCCCCCCCCC[N+](C)(C)C.[Br-].O.C1COCC1>[CH2:1]([O:3][C:4]1[C:5]2[B:12]([OH:13])[O:14][CH:10]([CH2:20][N+:17]([O-:19])=[O:18])[C:6]=2[CH:7]=[CH:8][CH:9]=1)[CH3:2] |f:1.2,5.6|. Procedure details: The mixture of 2-ethoxy-6-formylphenylboronic acid (80 g, 0.41 mol), NaOH (16.5 g, 0.41 mol) and CTAB (7.7 g, 20 mmol) in H2O (100 mL) and THF (500 mL) was stirred for 0.5 h at room temperature After dropwise addition of nitromethane (14 mL, 2.4 mol), the reaction mixture was stirred at room temperature for 3 h. Then the cyclization was afforded by adding the diluted HCl (2 N) to pH=2 and then extracted with EtOAc (3×300 mL). The combined organic layers were washed with brine (250 mL), dried ove... Product: NC=1SC=C(N1)C(C(=O)NC1[C@@H]2N(C(=C(CS2)C=C)C(=O)O)C1=O)=NOC (7-[2-(2-aminothiazol-4-yl)-2-methoxyiminoacetamido]-3-vinyl-3-cephem-4-carboxylic acid). Procedure details: To a suspension of benzhydryl 7-[2-(2-aminothiazol-4-yl)-2-methoxyiminoacetamido]-3-vinyl-3-cephem-4-carboxylate (syn isomer) (0.9 g) in methylene chloride (10 ml) and anisole (0.66 g) was added trifluoroacetic acid (2.5 g) under ice-cooling, followed by stirring at ambient temperature for an hour. The reaction mixture was added dropwise to diisopropyl ether (100 ml), and the precipitates were collected by filtration and suspended in a mixture of ethyl acetate and water, followed by adjusting to... Reactants: NC=1SC=C(N1)C(C(=O)NC1[C@@H]2N(C(=C(CS2)C=C)C(=O)OC(C2=CC=CC=C2)C2=CC=CC=C2)C1=O)=NOC (benzhydryl 7-[2-(2-aminothiazol-4-yl)-2-methoxyiminoacetamido]-3-vinyl-3-cephem-4-carboxylate), C1(=CC=CC=C1)OC (anisole), C(C)(C)OC(C)C (diisopropyl ether), FC(C(=O)O)(F)F (trifluoroacetic acid). Solvent: C(Cl)Cl (methylene chloride). Reaction SMILES: [NH2:1][C:2]1[S:3][CH:4]=[C:5]([C:7](=[N:38][O:39][CH3:40])[C:8]([NH:10][CH:11]2[C:36](=[O:37])[N:13]3[C:14]([C:20]([O:22]C(C4C=CC=CC=4)C4C=CC=CC=4)=[O:21])=[C:15]([CH:18]=[CH2:19])[CH2:16][S:17][C@H:12]23)=[O:9])[N:6]=1.C1(OC)C=CC=CC=1.FC(F)(F)C(O)=O.C(OC(C)C)(C)C>C(Cl)Cl>[NH2:1][C:2]1[S:3][CH:4]=[C:5]([C:7](=[N:38][O:39][CH3:40])[C:8]([NH:10][CH:11]2[C:36](=[O:37])[N:13]3[C:14]([C:20]([OH:22])=[O:21])=[C:15]([CH:18]=[CH2:19])[CH2:16][S:17][C@H:12]23)=[O:9])[N:6]=1. Reactants: NN (Hydrazine), C(CC)N(C1CC2=C(C=CC=C2CC1)C(CC(=O)OC(C)(C)C)=O)CCC (2-di-n-propylamino-8-t-butoxycarbonylacetyl-1,2,3,4-tetrahydronaphthalene). Solvent: CO (methanol). Run at time 24 hour. Yields the product C(CC)N(C1CC2=C(C=CC=C2CC1)C1=NNC(=C1)O)CCC (2-Di-n-propylamino-8-(5-hydroxypyrazol-3-yl)-1,2,3,4-tetrahydronaphthalene). As a reaction SMILES: [NH2:1][NH2:2].[CH2:3]([N:6]([CH2:27][CH2:28][CH3:29])[CH:7]1[CH2:16][CH2:15][C:14]2[C:9](=[C:10]([C:17](=O)[CH2:18][C:19](OC(C)(C)C)=[O:20])[CH:11]=[CH:12][CH:13]=2)[CH2:8]1)[CH2:4][CH3:5]>CO>[CH2:3]([N:6]([CH2:27][CH2:28][CH3:29])[CH:7]1[CH2:16][CH2:15][C:14]2[C:9](=[C:10]([C:17]3[CH:18]=[C:19]([OH:20])[NH:2][N:1]=3)[CH:11]=[CH:12][CH:13]=2)[CH2:8]1)[CH2:4][CH3:5]. Procedure details: Hydrazine (1 ml, 32 mmole) was added to a solution of 500 mg (1.34 mmole) of 2-di-n-propylamino-8-t-butoxycarbonylacetyl-1,2,3,4-tetrahydronaphthalene in 25 ml methanol and stirred at room temperature for for 24 hours. The product was isolated by concentrating the reaction mixture followed by flash chromatography, eluting with 1:1 CH2Cl2 :MeOH, and finally crystallizing from MeOH/EtOAc, m.p. 214°-216° C. Analysis: Theory: C, 72.81, H, 8.68, N, 13.41; Found: C, 73.01, H, 8.81, N, 13.27. Conditions: time 1 hour. The reactants are C(C)N(C(CC1N(CCC2=CC=C(C=C12)[N+](=O)[O-])C(=O)OCC1=CC=CC=C1)=O)CC (N,N-diethyl-2-(phenylmethoxy)carbonyl-7-nitro-1,2,3,4-tetrahydroisoquinolin-1-acetamide), Cl.CO (methanol-HCl). Reagents/catalysts: [Pd] (Pd-C). Solvent: CO (methanol). As a reaction SMILES: [CH2:1]([N:3]([CH2:30][CH3:31])[C:4](=[O:29])[CH2:5][CH:6]1[C:15]2[C:10](=[CH:11][CH:12]=[C:13]([N+:16]([O-])=O)[CH:14]=2)[CH2:9][CH2:8][N:7]1C(OCC1C=CC=CC=1)=O)[CH3:2].[ClH:32].CO>CO.[Pd]>[ClH:32].[ClH:32].[CH2:30]([N:3]([CH2:1][CH3:2])[C:4](=[O:29])[CH2:5][CH:6]1[C:15]2[C:10](=[CH:11][CH:12]=[C:13]([NH2:16])[CH:14]=2)[CH2:9][CH2:8][NH:7]1)[CH3:31] |f:1.2,5.6.7|. Procedure: To a pressure bottle charged with N,N-diethyl-2-(phenylmethoxy)carbonyl-7-nitro-1,2,3,4-tetrahydroisoquinolin-1-acetamide (10 mmols) dissolved in methanol (150 ml) and saturated methanol-HCl (20 ml) was added 10% Pd-C (250 mg), and the reaction was hydrogenated for 1 h. The catalyst was removed by filtration and the solvent evaporated to yield N,N-diethyl-7-amino-1,2,3,4-tetrahydroisoquinolin-1-acetamide dihydrochloride which was used as such in the next step. The product is Cl.Cl.C(C)N(C(CC1NCCC2=CC=C(C=C12)N)=O)CC (N,N-diethyl-7-amino-1,2,3,4-tetrahydroisoquinolin-1-acetamide dihydrochloride). Starting materials: Cl (HCl), ClC(=O)OCC(C)C (Isobutyl chloroformate), Cl.BrC1=CC=C(CN)C=C1 (4-bromo-benzylamine hydrochloride), N1=CC=CC=C1 (pyridine). Run in CN(C)C=O (DMF). Conditions: time 1.5 hour. The product is C(C(C)C)OC(NCC1=CC=C(C=C1)Br)=O ((4-bromo-benzyl)-carbamic acid isobutyl ester). The yield is 70.0%. RXN SMILES: Cl[C:2]([O:4][CH2:5][CH:6]([CH3:8])[CH3:7])=[O:3].Cl.[Br:10][C:11]1[CH:18]=[CH:17][C:14]([CH2:15][NH2:16])=[CH:13][CH:12]=1.N1C=CC=CC=1.Cl>CN(C=O)C>[CH2:5]([O:4][C:2](=[O:3])[NH:16][CH2:15][C:14]1[CH:17]=[CH:18][C:11]([Br:10])=[CH:12][CH:13]=1)[CH:6]([CH3:8])[CH3:7] |f:1.2|. Reported procedure: Isobutyl chloroformate (0.152 ml, 1.17 mmol) was added to a solution of 4-bromo-benzylamine hydrochloride (200 mg, 0.899 mmol) and pyridine (0.182 ml, 2.25 mmol) in DMF (2.0 ml), and the mixture was stirred at room temperature for 1.5 hours. A 1 N aqueous HCl solution was added to the reaction mixture, followed by extraction with ethyl acetate. The organic layer was sequentially washed with water and saturated brine and then concentrated under reduced pressure. The resulting residue was purified... Starting materials: C(C1=CC=CC=C1)NC(=O)C=1C(=CC=CC1)C1=C(C=CC=C1)CN (2′-aminomethylbiphenyl-2-carboxylic acid benzylamide), FC(C=1C=C(C=CC1)S(=O)(=O)Cl)(F)F (3-trifluoromethylphenylsulfonyl chloride), 21-(3-trifluoromethylphenyl-sulfonylaminomethyl)biphenyl-2-carboxylic acid benzylamide. Yields the product C(C1=CC=CC=C1)NC(=O)C=1C(=CC=CC1)C1=C(C=CC=C1)CNS(=O)(=O)C1=CC(=CC=C1)C(F)(F)F (2′-(3-Trifluoromethylphenylsulfonylaminomethyl)biphenyl-2-carboxylic acid benzylamide). RXN SMILES: [CH2:1]([NH:8][C:9]([C:11]1[C:12]([C:17]2[CH:22]=[CH:21][CH:20]=[CH:19][C:18]=2[CH2:23][NH2:24])=[CH:13][CH:14]=[CH:15][CH:16]=1)=[O:10])[C:2]1[CH:7]=[CH:6][CH:5]=[CH:4][CH:3]=1.[F:25][C:26]([F:38])([F:37])[C:27]1[CH:28]=[C:29]([S:33](Cl)(=[O:35])=[O:34])[CH:30]=[CH:31][CH:32]=1>>[CH2:1]([NH:8][C:9]([C:11]1[C:12]([C:17]2[CH:22]=[CH:21][CH:20]=[CH:19][C:18]=2[CH2:23][NH:24][S:33]([C:29]2[CH:30]=[CH:31][CH:32]=[C:27]([C:26]([F:25])([F:37])[F:38])[CH:28]=2)(=[O:35])=[O:34])=[CH:13][CH:14]=[CH:15][CH:16]=1)=[O:10])[C:2]1[CH:3]=[CH:4][CH:5]=[CH:6][CH:7]=1. Procedure details: From 0.28 mmol of 2′-aminomethylbiphenyl-2-carboxylic acid benzylamide (precursor 5 b) and 3-trifluoromethylphenylsulfonyl chloride, according to the general working procedure 131 mg of 21-(3-trifluoromethylphenyl-sulfonylaminomethyl)biphenyl-2-carboxylic acid benzylamide were obtained; m.p. 126° C. MS (ES+): m/e=525 (M+1). Starting materials: CCO, CCOC(=O)C(C#N)Cc1ccc(OCCc2nc(-c3ccccc3Cl)oc2C)cc1, Clc1ccccc1Cl, [Na+], [OH-], O, c1ccncc1. The product is Cc1oc(-c2ccccc2Cl)nc1CCOc1ccc(CCC#N)cc1. As a reaction SMILES: [CH3:34][CH2:35][OH:36].[Cl:1][c:2]1[c:3](-[c:8]2[o:9][c:10]([CH3:31])[c:11]([CH2:13][CH2:14][O:15][c:16]3[cH:17][cH:18][c:19]([CH2:22][CH:23]([C:24]([O:25][CH2:26][CH3:27])=[O:28])[C:29]#[N:30])[cH:20][cH:21]3)[n:12]2)[cH:4][cH:5][cH:6][cH:7]1.[Cl:38][c:39]1[cH:40][cH:41][cH:42][cH:43][c:44]1[Cl:45].[Na+:33].[OH-:32].[OH2:37].[cH:46]1[cH:47][cH:48][n:49][cH:50][cH:51]1>>[Cl:1][c:2]1[c:3](-[c:8]2[o:9][c:10]([CH3:31])[c:11]([CH2:13][CH2:14][O:15][c:16]3[cH:17][cH:18][c:19]([CH2:22][CH2:23][C:29]#[N:30])[cH:20][cH:21]3)[n:12]2)[cH:4][cH:5][cH:6][cH:7]1. The reactants are FC1=C(C=CC(=C1C(C1=CN(C2=NC=CC=C21)[Si](C(C)C)(C(C)C)C(C)C)O)F)NS(=O)(=O)C2=CC(=CC=C2)OC (N-{2,4-difluoro-3-[hydroxy-(1-triisopropylsilanyl-1H-pyrrolo[2,3-b]pyridin-3-yl)-methyl]-phenyl}-3-methoxy-benzenesulfonamide), [F-].C(CCC)[N+](CCCC)(CCCC)CCCC (tetra-n-butylammonium fluoride), O (water). The solvent is O1CCCC1 (tetrahydrofuran). Reaction conditions: time 20 minute. The product is FC1=C(C=CC(=C1C(C1=CNC2=NC=CC=C21)O)F)NS(=O)(=O)C2=CC(=CC=C2)OC (N-{2,4-difluoro-3-[hydroxy-(1H-pyrrolo[2,3-b]pyridin-3-yl)methyl]-phenyl}-3-methoxy-benzenesulfonamide). RXN SMILES: [F:1][C:2]1[C:7]([CH:8]([OH:28])[C:9]2[C:17]3[C:12](=[N:13][CH:14]=[CH:15][CH:16]=3)[N:11]([Si](C(C)C)(C(C)C)C(C)C)[CH:10]=2)=[C:6]([F:29])[CH:5]=[CH:4][C:3]=1[NH:30][S:31]([C:34]1[CH:39]=[CH:38][CH:37]=[C:36]([O:40][CH3:41])[CH:35]=1)(=[O:33])=[O:32].[F-].C([N+](CCCC)(CCCC)CCCC)CCC.O>O1CCCC1>[F:1][C:2]1[C:7]([CH:8]([OH:28])[C:9]2[C:17]3[C:12](=[N:13][CH:14]=[CH:15][CH:16]=3)[NH:11][CH:10]=2)=[C:6]([F:29])[CH:5]=[CH:4][C:3]=1[NH:30][S:31]([C:34]1[CH:39]=[CH:38][CH:37]=[C:36]([O:40][CH3:41])[CH:35]=1)(=[O:33])=[O:32] |f:1.2|. Procedure details: To N-{2,4-difluoro-3-[hydroxy-(1-triisopropylsilanyl-1H-pyrrolo[2,3-b]pyridin-3-yl)-methyl]-phenyl}-3-methoxy-benzenesulfonamide (92, 0.075 g, 0.12 mmol) in tetrahydrofuran (3.0 mL), was added tetra-n-butylammonium fluoride (0.039 g, 0.15 mmol). The reaction was stirred at room temperature for 20 minutes. The reaction was poured into water and extracted with ethyl acetate. The organic layer was washed with brine, dried over anhydrous sodium sulfate and filtered. The filtrate was concentrated and...